From a dataset of the Open Reaction Database (ORD), a public repository of structured organic reaction records. describe an organic reaction: reactants, conditions, products, and yield The reactants are ClC1=C2N=CN(C2=NC(=N1)NC=O)OCC(CCP(=O)(OCC)OCC)COC(C)=O (6-chloro-9-[2-(acetoxymethyl)-4-(diethoxyphosphoryl)butoxy]-2-formamidopurine), C(=O)O (formic acid). Reaction conditions: temperature 90 celsius, time 2 hour. The product is OCC(CON1C=2N=C(NC(C2N=C1)=O)N)CCP(=O)(OCC)OCC (9-[2-(Hydroxymethyl)-4-(diethoxyphosphoryl)butoxy]guanine). Isolated yield 61.0%. Reaction SMILES: Cl[C:2]1[N:10]=[C:9]([NH:11]C=O)[N:8]=[C:7]2[C:3]=1[N:4]=[CH:5][N:6]2[O:14][CH2:15][CH:16]([CH2:27][O:28]C(=O)C)[CH2:17][CH2:18][P:19]([O:24][CH2:25][CH3:26])([O:21][CH2:22][CH3:23])=[O:20].C(O)=[O:33]>>[OH:28][CH2:27][CH:16]([CH2:17][CH2:18][P:19]([O:24][CH2:25][CH3:26])([O:21][CH2:22][CH3:23])=[O:20])[CH2:15][O:14][N:6]1[CH:5]=[N:4][C:3]2[C:2](=[O:33])[NH:10][C:9]([NH2:11])=[N:8][C:7]1=2. Reported procedure: A solution of 6-chloro-9-[2-(acetoxymethyl)-4-(diethoxyphosphoryl)butoxy]-2-formamidopurine (0.128 g, 0.268 mmol) in 80% formic acid (5 ml) was stirred at 80° C. for 5 hours. The solvent was evaporated under reduced pressure and the residue coevaporated with toluene (2×10 ml). The residue was redissolved in a 0.02 M solution of hydrochloric acid in ethanol (4ml) and the resulting mixture stirred at 90° C. for 2 hours. The solvents were evaporated under reduced pressure and the residue coevaporat... The reactants are N1=C(N)N=C(N)N=C1N (Melamine), NC(=O)N (urea), C=O (formalin). The product is NC(=O)N.N1=C(N)N=C(N)N=C1N (melamine urea). Isolated yield 96.0%. As a reaction SMILES: [N:1]1[C:8]([NH2:9])=[N:7][C:5]([NH2:6])=[N:4][C:2]=1[NH2:3].[NH2:10][C:11]([NH2:13])=[O:12].C=O>>[NH2:10][C:11]([NH2:13])=[O:12].[N:1]1[C:8]([NH2:9])=[N:7][C:5]([NH2:6])=[N:4][C:2]=1[NH2:3] |f:3.4|. Reported procedure: Melamine (63 parts), 180 parts of urea and 629 parts of 37.2% formalin were reacted at a pH of 10.3. The reaction mixture was dehydrated under reduced pressure to give about 640 parts (yield about 96%) of a melamine urea cocondensate resin having an involatile content of 70 %.